Task: describe an organic reaction: reactants, conditions, products, and yield. Dataset: the Open Reaction Database (ORD), a public repository of structured organic reaction records The reactants are [O-]Cl, ClCCl, COC(OC)C1(C)C=Cc2cc([N+](=O)[O-])ccc2O1, [Na+]. Yields the product COC(OC)C1(C)Oc2ccc([N+](=O)[O-])cc2C2OC21. As a reaction SMILES: [Cl:1][O-:2].[Cl:23][CH2:24][Cl:25].[N+:4](=[O:5])([O-:6])[c:7]1[cH:8][cH:9][c:10]2[c:11]([cH:22]1)[CH:12]=[CH:13][C:14]([CH:16]([O:17][CH3:18])[O:19][CH3:20])([CH3:21])[O:15]2.[Na+:3]>>[O:2]1[CH:12]2[c:11]3[c:10]([cH:9][cH:8][c:7]([N+:4](=[O:5])[O-:6])[cH:22]3)[O:15][C:14]([CH:16]([O:17][CH3:18])[O:19][CH3:20])([CH3:21])[CH:13]12.